This data is from the Open Reaction Database (ORD), a public repository of structured organic reaction records. The task is: describe an organic reaction: reactants, conditions, products, and yield Reactants: Cl, [Na+], c1cc2cc(-c3cn[nH]n3)cc(C3OCCCO3)c2o1, C1CCOC1, [OH-]. Product: O=Cc1cc(-c2cn[nH]n2)cc2ccoc12. Reaction SMILES: [ClH:23].[Na+:22].[O:1]1[CH:2]([c:7]2[cH:8][c:9](-[c:16]3[n:17][nH:18][n:19][cH:20]3)[cH:10][c:11]3[cH:12][cH:13][o:14][c:15]23)[O:6][CH2:5][CH2:4][CH2:3]1.[O:24]1[CH2:25][CH2:26][CH2:27][CH2:28]1.[OH-:21]>>[O:1]=[CH:2][c:7]1[cH:8][c:9](-[c:16]2[n:17][nH:18][n:19][cH:20]2)[cH:10][c:11]2[cH:12][cH:13][o:14][c:15]12.